Dataset: the Open Reaction Database (ORD), a public repository of structured organic reaction records. Task: describe an organic reaction: reactants, conditions, products, and yield The reactants are [Cl-].P(=S)(OCC)(OCC)[O-] (diethyl thiophosphate chloride), ON1N=CC=C1 (1-hydroxypyrazole), C([O-])([O-])=O.[Na+].[Na+] (sodium carbonate). Solvent: C(C)#N (acetonitrile). Reaction conditions: time 12 hour. Product: 127.5, P(=S)(ON1N=CC=C1)(OCC)OCC (O-pyrazol-1-yl O,O-diethyl thiophosphate). Yield: 91.0%. RXN SMILES: [Cl-].[P:2]([O-:10])([O:7][CH2:8][CH3:9])([O:4][CH2:5][CH3:6])=[S:3].O[N:12]1[CH:16]=[CH:15][CH:14]=[N:13]1.C(=O)([O-])[O-].[Na+].[Na+]>C(#N)C>[P:2]([O:7][CH2:8][CH3:9])([O:4][CH2:5][CH3:6])([O:10][N:12]1[CH:16]=[CH:15][CH:14]=[N:13]1)=[S:3] |f:0.1,3.4.5|. Procedure details: 112 of diethyl thiophosphate chloride were added to 55 parts of 1-hydroxypyrazole and 50 parts of sodium carbonate in 600 parts of acetonitrile at 25° C., with stirring. Stirring was continued for another 12 hours. The solid product was filtered off with suction and washed with two portions of 50 parts of acetonitrile. The filtrate was concentrated in a rotary evaporator at from 20° to 40° C. under 20 mbar. The residue was dissolved in 300 parts by weight of methylene chloride, the organic phase... The reactants are C(C)(=O)C=1OC2=C(C1)C=C(C=C2OC)Br (2-acetyl-5-bromo-7-methoxybenzofuran), Cl (hydrochloric acid), [OH-].[Na+] (sodium hydroxide), BrBr (bromine). The solvent is O1CCOCC1 (dioxane). Conditions: temperature 60 celsius, time 30 minute. Yields the product BrC=1C=C(C2=C(C=C(O2)C(=O)O)C1)OC (5-bromo-7-methoxy-2-benzofurancarboxylic acid). As a reaction SMILES: [OH-:1].[Na+].BrBr.[C:5]([C:8]1[O:9][C:10]2[C:16]([O:17][CH3:18])=[CH:15][C:14]([Br:19])=[CH:13][C:11]=2[CH:12]=1)(=[O:7])C.Cl>O1CCOCC1>[Br:19][C:14]1[CH:15]=[C:16]([O:17][CH3:18])[C:10]2[O:9][C:8]([C:5]([OH:7])=[O:1])=[CH:12][C:11]=2[CH:13]=1 |f:0.1|. Procedure: To 107.6 ml of 5N sodium hydroxide aqueous solution was added dropwise 26.8 g of bromine at a temperature of -5° C. or below. To this was further added dropwise and slowly a 100 ml dioxane solution containing 15.0 g of 2-acetyl-5-bromo-7-methoxybenzofuran obtained in the above step a). After completion of the dropwise addition, the temperature of the resulting reaction solution was increased gradually to 60° C. and then stirred for 30 minutes. After cooling, the resulting reaction solution was a... RXN SMILES: [CH2:16]=[CH:17][C:18]#[N:19].[CH2:1]([CH2:2][CH2:3][CH2:4][CH2:5][CH2:6][CH2:7][CH2:8][CH2:9][CH3:10])[SH:11].[CH3:13][CH2:14][O-:15].[CH3:20][CH2:21][OH:22].[Na+:12]>>[CH2:1]([CH2:2][CH2:3][CH2:4][CH2:5][CH2:6][CH2:7][CH2:8][CH2:9][CH3:10])[S:11][CH2:16][CH2:17][C:18]#[N:19]. The product is CCCCCCCCCCSCCC#N. Starting materials: C=CC#N, CCCCCCCCCCS, CC[O-], CCO, [Na+]. The reactants are CCN(C(C)C)C(C)C (DIEA), C1(CC1)C(=O)Cl (cyclopropanecarbonyl chloride), NCC1=C(C=C(C=C1)C(=O)N1C2=C(C=3N=C(SC3CC1)C)C=CC=C2)C ((4-aminomethyl-3-methyl-phenyl)-(2-methyl-4,5-dihydro-3-thia-1,6-diaza-benzo[e]azulen-6-yl)-methanone). The solvent is ClCCl (dichloromethane). Run at time 20 hour. The product is CC1=C(CNC(=O)C2CC2)C=CC(=C1)C(=O)N1C2=C(C=3N=C(SC3CC1)C)C=CC=C2 (Cyclopropanecarboxylic Acid 2-methyl-4-(2-methyl-4,5-dihydro-3-thia-1,6-diaza-benzo[e]azulene-6-carbonyl)-benzylamide). Yield: 46.0%. As a reaction SMILES: CCN(C(C)C)C(C)C.[CH:10]1([C:13](Cl)=[O:14])[CH2:12][CH2:11]1.[NH2:16][CH2:17][C:18]1[CH:23]=[CH:22][C:21]([C:24]([N:26]2[CH2:35][CH2:34][C:33]3[S:32][C:31]([CH3:36])=[N:30][C:29]=3[C:28]3[CH:37]=[CH:38][CH:39]=[CH:40][C:27]2=3)=[O:25])=[CH:20][C:19]=1[CH3:41]>ClCCl>[CH3:41][C:19]1[CH:20]=[C:21]([C:24]([N:26]2[CH2:35][CH2:34][C:33]3[S:32][C:31]([CH3:36])=[N:30][C:29]=3[C:28]3[CH:37]=[CH:38][CH:39]=[CH:40][C:27]2=3)=[O:25])[CH:22]=[CH:23][C:18]=1[CH2:17][NH:16][C:13]([CH:10]1[CH2:12][CH2:11]1)=[O:14]. Procedure: DIEA (0.02 ml, 0.115 mmol) and cyclopropanecarbonyl chloride (0.008 ml, 0.088 mmol) were added to a solution of (4-aminomethyl-3-methyl-phenyl)-(2-methyl-4,5-dihydro-3-thia-1,6-diaza-benzo[e]azulen-6-yl)-methanone from E124.2 (20 mg, 0.055 mmol) in dichloromethane (5 ml) at 0° C. The mixture was stirred for 20 h at room temperature then concentrated in vacuo and purified by preparative HPLC (eluant; 0.5% 35% ammonia:9.5% methanol:90% di-chloromethane) to give a white powder identified as the tit... Starting materials: ClC1=CC2=C(NC(=N2)CC(F)(F)F)C=C1Cl (5,6-dichloro-2-(2,2,2-trifluoro-ethyl)-1H-benzimidazole), [H-].[Na+] (sodium hydride), IC (iodomethane). Run in CN(C)C=O (DMF). Run at time 5 minute. The product is ClC1=CC2=C(N(C(=N2)CC(F)(F)F)C)C=C1Cl (5,6-Dichloro-1-methyl-2-(2,2,2-trifluoro-ethyl)-1H-benzoimidazole). As a reaction SMILES: [Cl:1][C:2]1[C:15]([Cl:16])=[CH:14][C:5]2[NH:6][C:7]([CH2:9][C:10]([F:13])([F:12])[F:11])=[N:8][C:4]=2[CH:3]=1.[H-].[Na+].I[CH3:20]>CN(C=O)C>[Cl:16][C:15]1[C:2]([Cl:1])=[CH:3][C:4]2[N:8]([CH3:20])[C:7]([CH2:9][C:10]([F:12])([F:13])[F:11])=[N:6][C:5]=2[CH:14]=1 |f:1.2|. Procedure details: To 5,6-dichloro-2-(2,2,2-trifluoro-ethyl)-1H-benzimidazole (1 g) in DMF (20 mL) was added sodium hydride (230 mg of 60% in oil dispersion). The resulting mixture was stirred at room temperature for 5 min. To the dark green solution was added iodomethane (815 mg) and the resulting mixture was stirred at room temperature overnight. The reaction mixture was quenched with water, extracted with EtOAc, and dried over Na2SO4. The crude product was purified by silica gel chromatography (5%-25% EtOAc/hex... Procedure details: To a solution of 0.087 g (1-methyl-2-oxo-2,3,4,5-tetrahydro-1H-benzo[b][1,4]diazepin-3-yl)-carbamic acid tert-butyl ester in 1 ml of dichloromethane, 0.064 g of benzene sulfonyl chloride and 0.052 g of pyridine were added. The reaction mixture was stirred at room temperature for 16 hours. The reaction was quenched by addition of 1 M HCl (1 ml) and extracted with dichloromethane. The organic layer was washed with saturated NaHCO3, dried (MgSO4) and evaporated on the rotary evaporator to yield 0.1... Product: C(C)(C)(C)OC(NC1CN(C2=C(N(C1=O)C)C=CC=C2)S(=O)(=O)C2=CC=CC=C2)=O ((5-Benzenesulfonyl-1-methyl-2-oxo-2,3,4,5-tetrahydro-1H-benzo[b][1,4]diazepin-3-yl)-carbamic acid tert-butyl ester). Reaction conditions: time 16 hour. Run in ClCCl (dichloromethane). Starting materials: C(C)(C)(C)OC(NC1CNC2=C(N(C1=O)C)C=CC=C2)=O ((1-methyl-2-oxo-2,3,4,5-tetrahydro-1H-benzo[b][1,4]diazepin-3-yl)-carbamic acid tert-butyl ester), C1(=CC=CC=C1)S(=O)(=O)Cl (benzene sulfonyl chloride), N1=CC=CC=C1 (pyridine). Isolated yield 87.7%. Reaction SMILES: [C:1]([O:5][C:6](=[O:21])[NH:7][CH:8]1[C:14](=[O:15])[N:13]([CH3:16])[C:12]2[CH:17]=[CH:18][CH:19]=[CH:20][C:11]=2[NH:10][CH2:9]1)([CH3:4])([CH3:3])[CH3:2].[C:22]1([S:28](Cl)(=[O:30])=[O:29])[CH:27]=[CH:26][CH:25]=[CH:24][CH:23]=1.N1C=CC=CC=1>ClCCl>[C:1]([O:5][C:6](=[O:21])[NH:7][CH:8]1[C:14](=[O:15])[N:13]([CH3:16])[C:12]2[CH:17]=[CH:18][CH:19]=[CH:20][C:11]=2[N:10]([S:28]([C:22]2[CH:27]=[CH:26][CH:25]=[CH:24][CH:23]=2)(=[O:30])=[O:29])[CH2:9]1)([CH3:4])([CH3:2])[CH3:3]. The reactants are O=C([O-])[O-], O=C(Cl)OCc1ccccc1, [K+], [K+], CCCCC(N)C(=O)O, C1COCCO1, O. The product is CCCCC(NC(=O)OCc1ccccc1)C(=O)O. RXN SMILES: [C:10](=[O:11])([O-:12])[O-:13].[CH2:16]([c:17]1[cH:18][cH:19][cH:20][cH:21][cH:22]1)[O:23][C:24](=[O:25])[Cl:26].[K+:14].[K+:15].[NH2:1][CH:2]([CH2:3][CH2:4][CH2:5][CH3:6])[C:7](=[O:8])[OH:9].[O:28]1[CH2:29][CH2:30][O:31][CH2:32][CH2:33]1.[OH2:27]>>[NH:1]([CH:2]([CH2:3][CH2:4][CH2:5][CH3:6])[C:7](=[O:8])[OH:9])[C:24]([O:23][CH2:16][c:17]1[cH:18][cH:19][cH:20][cH:21][cH:22]1)=[O:25]. The reactants are COC(CBr)OC, CN1CCCN(C)C1=O, [H-], [Na+], OC1CCCCC1. The product is COC(COC1CCCCC1)OC. As a reaction SMILES: [Br:10][CH2:11][CH:12]([O:13][CH3:14])[O:15][CH3:16].[CH3:17][N:18]1[CH2:19][CH2:20][CH2:21][N:22]([CH3:23])[C:24]1=[O:25].[H-:8].[Na+:9].[OH:1][CH:2]1[CH2:3][CH2:4][CH2:5][CH2:6][CH2:7]1>>[O:1]([CH:2]1[CH2:3][CH2:4][CH2:5][CH2:6][CH2:7]1)[CH2:11][CH:12]([O:13][CH3:14])[O:15][CH3:16].